From a dataset of the Open Reaction Database (ORD), a public repository of structured organic reaction records. describe an organic reaction: reactants, conditions, products, and yield The reactants are N1=CC=CC2=CC=C3C=CC=NC3=C12 (1,10-phenanthroline), C(C1=CC=CC=C1)=CC(=O)C=CC1=CC=CC=C1 (dibenzylideneacetone), C([O-])([O-])=O.[Cs+].[Cs+] (cesium carbonate), N1C=NC(=C1)C=1C(=NOC1C)C1=CC=CC=C1 (4-(1H-imidazol-4-yl)-5-methyl-3-phenyl-isoxazole), IC1=CC=CC=C1 (iodobenzene), [Cl-].[NH4+] (ammonium chloride). Solvent: C1(=CC=CC=C1)C (toluene). Reaction conditions: temperature 120 celsius. Product: CC1=C(C(=NO1)C1=CC=CC=C1)C=1N=CN(C1)C1=CC=CC=C1 (5-Methyl-3-phenyl-4-(1-phenyl-1H-imidazol-4-yl)-isoxazole). The yield is 13.6%. RXN SMILES: N1[C:14]2[C:5](=[CH:6][CH:7]=[C:8]3[C:13]=2N=CC=C3)C=CC=1.C(=CC(C=CC1C=CC=CC=1)=O)C1C=CC=CC=1.C(=O)([O-])[O-].[Cs+].[Cs+].[NH:39]1[CH:43]=[C:42]([C:44]2[C:45]([C:50]3[CH:55]=[CH:54][CH:53]=[CH:52][CH:51]=3)=[N:46][O:47][C:48]=2[CH3:49])[N:41]=[CH:40]1.IC1C=CC=CC=1.[Cl-].[NH4+]>C1(C)C=CC=CC=1>[CH3:49][C:48]1[O:47][N:46]=[C:45]([C:50]2[CH:51]=[CH:52][CH:53]=[CH:54][CH:55]=2)[C:44]=1[C:42]1[N:41]=[CH:40][N:39]([C:5]2[CH:14]=[CH:13][CH:8]=[CH:7][CH:6]=2)[CH:43]=1 |f:2.3.4,7.8|. Procedure: To a mixture of copper(I) trifluoromethanesulfonate benzene complex (12.3 mg, 0.22 mmol), 1,10-phenanthroline (79.5 mg, 0.44 mmol), dibenzylideneacetone (5.2 mg, 0.22 mmol) and cesium carbonate (144 mg, 0.44 mmol) was added a suspension of 4-(1H-imidazol-4-yl)-5-methyl-3-phenyl-isoxazole (149 mg, 0.6 mmol) in toluene (2 mL) followed by iodobenzene (90 mg, 0.44 mmol) and the resulting mixture heated at 120° C. for 2 days. After cooling to room temperature the resulting mixture was poured into aqu... The reactants are CC(C(CC(C(=O)OCC)=O)=O)(C)C (Ethyl 5,5-dimethyl-2,4-dioxo-hexanoate), CNN (CH3NHNH2). Run in CCO (EtOH). Run at time 2 hour. Yields the product C(C)OC(=O)C=1N(N=C(C1)C(C)(C)C)C (5-tert-Butyl-2-methyl-2H-pyrazole-3-carboxylic acid ethyl ester). RXN SMILES: [CH3:1][C:2]([CH3:14])([CH3:13])[C:3](=O)[CH2:4][C:5](=O)[C:6]([O:8][CH2:9][CH3:10])=[O:7].[CH3:15][NH:16][NH2:17]>CCO>[CH2:9]([O:8][C:6]([C:5]1[N:16]([CH3:15])[N:17]=[C:3]([C:2]([CH3:14])([CH3:13])[CH3:1])[CH:4]=1)=[O:7])[CH3:10]. Reported procedure: Ethyl 5,5-dimethyl-2,4-dioxo-hexanoate (1.02 g, 5.09 mmol) was dissolved in absolute EtOH (20 mL). CH3NHNH2 (0.270 mL, 5.09 mmol) was added dropwise and the resulting mixture was stirred at room temperature for 2 h. The resulting mixture was warmed to 80° C. for 4 h, and then cooled to room temperature. The solvent was removed under reduced pressure, and the resulting residue was chromatographed using a 70-g pre-packed SiO2 column eluting with 1:19 EtOAc-hexanes to yield the title compound as a ... Starting materials: ClC1=C2C(=NN=C1C1=CC=CC=C1)NN=C2C2=CC=CC=C2 (4-chloro-3,5-diphenyl-1H-pyrazolo[3,4-c]pyridazine), N1=CC(=CC=C1)CO (pyridin-3-ylmethanol). The product is ClC1=C2C(=NN=C1C1=CC=CC=C1)N(N=C2C2=CC=CC=C2)CC=2C=NC=CC2 (4-chloro-3,5-diphenyl-1-(3-pyridylmethyl)pyrazolo[3,4-c]pyridazine). Reaction SMILES: [Cl:1][C:2]1[C:7]([C:8]2[CH:13]=[CH:12][CH:11]=[CH:10][CH:9]=2)=[N:6][N:5]=[C:4]2[NH:14][N:15]=[C:16]([C:17]3[CH:22]=[CH:21][CH:20]=[CH:19][CH:18]=3)[C:3]=12.[N:23]1[CH:28]=[CH:27][CH:26]=[C:25]([CH2:29]O)[CH:24]=1>>[Cl:1][C:2]1[C:7]([C:8]2[CH:9]=[CH:10][CH:11]=[CH:12][CH:13]=2)=[N:6][N:5]=[C:4]2[N:14]([CH2:29][C:25]3[CH:24]=[N:23][CH:28]=[CH:27][CH:26]=3)[N:15]=[C:16]([C:17]3[CH:18]=[CH:19][CH:20]=[CH:21][CH:22]=3)[C:3]=12. Procedure: Compound IIn was synthesized from 4-chloro-3,5-diphenyl-1H-pyrazolo[3,4-c]pyridazine and pyridin-3-ylmethanol following the general procedure for the Mitsunobu reaction. Starting materials: c1ccc(CN2CCC(n3cnnn3)C2)cc1, Cl. Yields the product Cl, c1nnnn1C1CCNC1. As a reaction SMILES: [CH2:1]([c:2]1[cH:3][cH:4][cH:5][cH:6][cH:7]1)[N:8]1[CH2:9][CH:10]([n:13]2[n:14][n:15][n:16][cH:17]2)[CH2:11][CH2:12]1.[ClH:18]>>[ClH:18].[NH:8]1[CH2:9][CH:10]([n:13]2[n:14][n:15][n:16][cH:17]2)[CH2:11][CH2:12]1.